Dataset: the Open Reaction Database (ORD), a public repository of structured organic reaction records. Task: describe an organic reaction: reactants, conditions, products, and yield The reactants are [Al+3], CCC(=O)Cl, CCOC(C)=O, CCCCCC, [Cl-], [Cl-], [Cl-], O=[N+]([O-])c1ccccc1, CCCc1cc(=O)oc2cc(O)cc(O)c12, S=C=S. Product: CCCc1cc(=O)oc2c(C(=O)CC)c(O)cc(O)c12. RXN SMILES: [Al+3:18].[C:30]([CH2:31][CH3:32])(=[O:33])[Cl:34].[C:44]([O:45][CH2:46][CH3:47])(=[O:48])[CH3:49].[CH3:38][CH2:39][CH2:40][CH2:41][CH2:42][CH3:43].[Cl-:17].[Cl-:19].[Cl-:20].[O-:21][N+:22]([c:23]1[cH:24][cH:25][cH:26][cH:27][cH:28]1)=[O:29].[OH:1][c:2]1[c:3]2[c:4]([CH2:14][CH2:15][CH3:16])[cH:5][c:6](=[O:13])[o:7][c:8]2[cH:9][c:10]([OH:12])[cH:11]1.[S:35]=[C:36]=[S:37]>>[OH:1][c:2]1[c:3]2[c:4]([CH2:14][CH2:15][CH3:16])[cH:5][c:6](=[O:13])[o:7][c:8]2[c:9]([C:30]([CH2:31][CH3:32])=[O:33])[c:10]([OH:12])[cH:11]1. Starting materials: O=S(=O)(c1ccccc1)n1ccc2c(Br)cccc21, Cc1ccccc1, C=C[SnH3]. The product is C=Cc1cccc2c1ccn2S(=O)(=O)c1ccccc1. RXN SMILES: [Br:1][c:2]1[c:3]2[cH:4][cH:5][n:6]([S:11](=[O:12])(=[O:13])[c:14]3[cH:15][cH:16][cH:17][cH:18][cH:19]3)[c:7]2[cH:8][cH:9][cH:10]1.[CH3:23][c:24]1[cH:25][cH:26][cH:27][cH:28][cH:29]1.[CH:20](=[CH2:21])[SnH3:22]>>[c:2]1([CH:20]=[CH2:21])[c:3]2[cH:4][cH:5][n:6]([S:11](=[O:12])(=[O:13])[c:14]3[cH:15][cH:16][cH:17][cH:18][cH:19]3)[c:7]2[cH:8][cH:9][cH:10]1. The reactants are C(C)OC(=O)C=1CCCN2C1COCC2=O (4-Oxo-1,3,4,6,7,8-hexahydro-pyrido[2,1-c][1,4]oxazine-9-carboxylic acid ethyl ester). Reagents/catalysts: [Pt](=O)=O (platinum dioxide), [Pt](=O)=O (platinum dioxide). The solvent is C(C)(=O)O (acetic acid), C(Cl)Cl (DCM). Reaction conditions: time 18 hour. Product: C(C)OC(=O)C1CCCN2C1COCC2=O ((9RS,9aSR)-4-Oxo-octahydro-pyrido[2,1-c][1,4]oxazine-9-carboxylic acid ethyl ester). Isolated yield 117.9%. RXN SMILES: [CH2:1]([O:3][C:4]([C:6]1[CH2:7][CH2:8][CH2:9][N:10]2[C:15](=[O:16])[CH2:14][O:13][CH2:12][C:11]=12)=[O:5])[CH3:2]>C(O)(=O)C.C(Cl)Cl.[Pt](=O)=O>[CH2:1]([O:3][C:4]([CH:6]1[CH:11]2[CH2:12][O:13][CH2:14][C:15](=[O:16])[N:10]2[CH2:9][CH2:8][CH2:7]1)=[O:5])[CH3:2]. Procedure details: A solution of 65 (225 mg, 1.0 mmol) in 5 ml of acetic acid is hydrogenated over 225 mg of platinum dioxide at RT and normal pressure for 18 hours. Another 225 mg of platinum dioxide is added and hydrogenation continued for 24 hours. The black suspension is diluted with 10 ml of DCM and filtered through a pad of celite. The filtrate is evaporated to give 268 mg of a yellow oil which is purified by chromatography (Biotage 12Si, 1=7.5 cm, ethyl acetate/ethanol 9:1).